Dataset: the Open Reaction Database (ORD), a public repository of structured organic reaction records. Task: describe an organic reaction: reactants, conditions, products, and yield Reactants: BrC1=C(C(=CC(=C1)Cl)Cl)OCC(F)F (1-bromo-3,5-dichloro-2-(2,2-difluoro-ethoxy)-benzene), intermediate 1, ClC=1C(=C(C=C(C1)Cl)C=1C=C(C(=NC1)[C@@H](C)NC(C)=O)F)OCC(F)F (N—((R)-1-{5-[3,5-dichloro-2-(2,2-difluoro-ethoxy)-phenyl]-3-fluoro-pyridin-2-yl}-ethyl)-acetamide), ClC=1C(=C(C=C(C1)Cl)C=1C=C(C(=NC1)[C@@H](C)N)F)OCC(F)F ((R)-1-{5-[3,5-dichloro-2-(2,2-difluoro-ethoxy)-phenyl]-3-fluoro-pyridin-2-yl}-ethylamine), BrC1=C(C(=CC(=C1)Cl)Cl)OCC(F)F (1-bromo-3,5-dichloro-2-(2,2-difluoro-ethoxy)-benzene), C1=CC=CC=2C3=CC=CC=C3C(C12)COC(NC1(COC1)C(N[C@H](C)C1=NC=C(C=C1F)C1=C(C(=CC(=C1)Cl)Cl)OCC(F)F)=O)=O ([3-((R)-1-{5-[3,5-dichloro-2-(2,2-difluoro-ethoxy)-phenyl]-3-fluoro-pyridin-2-yl}-ethylcarbamoyl)-oxetan-3-yl]-carbamic acid 9H-fluoren-9-ylmethyl ester). Product: ClC=1C(=C(C=C(C1)Cl)C=1C=C(C(=NC1)[C@@H](C)NC(=O)C1(COC1)N)F)OCC(F)F (3-Amino-oxetane-3-carboxylic acid ((R)-1-{5-[3,5-dichloro-2-(2,2-difluoro-ethoxy)-phenyl]-3-fluoro-pyridin-2-yl}-ethyl)-amide). Reaction SMILES: ClC1C(OCC(F)F)=C(C2C=C(F)C([C@H](NC(=O)C)C)=NC=2)C=C(Cl)C=1.BrC1C=C(Cl)C=C(Cl)C=1OCC(F)F.ClC1C(OCC(F)F)=C(C2C=C(F)C([C@H](N)C)=NC=2)C=C(Cl)C=1.C1C2C(COC(=O)[NH:80][C:81]3([C:85](=[O:109])[NH:86][C@@H:87]([C:89]4[C:94]([F:95])=[CH:93][C:92]([C:96]5[CH:101]=[C:100]([Cl:102])[CH:99]=[C:98]([Cl:103])[C:97]=5[O:104][CH2:105][CH:106]([F:108])[F:107])=[CH:91][N:90]=4)[CH3:88])[CH2:84][O:83][CH2:82]3)C3C(=CC=CC=3)C=2C=CC=1>>[Cl:103][C:98]1[C:97]([O:104][CH2:105][CH:106]([F:107])[F:108])=[C:96]([C:92]2[CH:93]=[C:94]([F:95])[C:89]([C@H:87]([NH:86][C:85]([C:81]3([NH2:80])[CH2:84][O:83][CH2:82]3)=[O:109])[CH3:88])=[N:90][CH:91]=2)[CH:101]=[C:100]([Cl:102])[CH:99]=1. Procedure: The title compound was prepared in analogy to intermediate 1 synthesizing N—((R)-1-{5-[3,5-dichloro-2-(2,2-difluoro-ethoxy)-phenyl]-3-fluoro-pyridin-2-yl}-ethyl)-acetamide in step A (using 1-bromo-3,5-dichloro-2-(2,2-difluoro-ethoxy)-benzene (intermediate 9) instead of 3-(2-bromo-4-chloro-6-fluoro-phenyl)-5-methyl-[1,2,4]oxadiazole), (R)-1-{5-[3,5-dichloro-2-(2,2-difluoro-ethoxy)-phenyl]-3-fluoro-pyridin-2-yl}-ethylamine in step B and [3-((R)-1-{5-[3,5-dichloro-2-(2,2-difluoro-ethoxy)-phenyl]-3-... Starting materials: COC1=NC=C(C=C1N)B1OC(C(O1)(C)C)(C)C (2-Methoxy-5-(4,4,5,5-tetramethyl-1,3,2-dioxaborolan-2-yl)pyridin-3-amine), COC1=CC=C(C=C1)S(=O)(=O)Cl (4-methoxybenzene-1-sulfonyl chloride), 15b. Product: COC1=CC=C(C=C1)S(=O)(=O)NC=1C(=NC=C(C1)B1OC(C(O1)(C)C)(C)C)OC (4-Methoxy-N-(2-methoxy-5-(4,4,5,5-tetramethyl-1,3,2-dioxaborolan-2-yl)pyridin-3-yl)benzenesulfonamide). The yield is 80.3%. As a reaction SMILES: [CH3:1][O:2][C:3]1[C:8]([NH2:9])=[CH:7][C:6]([B:10]2[O:14][C:13]([CH3:16])([CH3:15])[C:12]([CH3:18])([CH3:17])[O:11]2)=[CH:5][N:4]=1.[CH3:19][O:20][C:21]1[CH:26]=[CH:25][C:24]([S:27](Cl)(=[O:29])=[O:28])=[CH:23][CH:22]=1>>[CH3:19][O:20][C:21]1[CH:22]=[CH:23][C:24]([S:27]([NH:9][C:8]2[C:3]([O:2][CH3:1])=[N:4][CH:5]=[C:6]([B:10]3[O:14][C:13]([CH3:16])([CH3:15])[C:12]([CH3:18])([CH3:17])[O:11]3)[CH:7]=2)(=[O:29])=[O:28])=[CH:25][CH:26]=1. Procedure details: 2-Methoxy-5-(4,4,5,5-tetramethyl-1,3,2-dioxaborolan-2-yl)pyridin-3-amine (200 mg, 0.8 mmol) was treated with 4-methoxybenzene-1-sulfonyl chloride (331 mg, 1.6 mmol) according to the method of Preparation 15b to give 270 mg (77% yield) of the title compound as an oil. Purity 96%.